Dataset: the Open Reaction Database (ORD), a public repository of structured organic reaction records. Task: describe an organic reaction: reactants, conditions, products, and yield Reactants: C(C1=CC=CC=C1)(=O)NN (benzhydrazide), N1=C(C=CC2=CC=CC=C12)C=O (2-quinolinecarboxaldehyde). Solvent: C(C)O (ethanol). Product: N1=C(C=CC2=CC=CC=C12)C=NNC(C1=CC=CC=C1)=O (benzoic acid (2-quinolinylmethylene)hydrazide). Yield: 49.2%. As a reaction SMILES: [C:1]([NH:9][NH2:10])(=[O:8])[C:2]1[CH:7]=[CH:6][CH:5]=[CH:4][CH:3]=1.[N:11]1[C:20]2[C:15](=[CH:16][CH:17]=[CH:18][CH:19]=2)[CH:14]=[CH:13][C:12]=1[CH:21]=O>C(O)C>[N:11]1[C:20]2[C:15](=[CH:16][CH:17]=[CH:18][CH:19]=2)[CH:14]=[CH:13][C:12]=1[CH:21]=[N:10][NH:9][C:1](=[O:8])[C:2]1[CH:7]=[CH:6][CH:5]=[CH:4][CH:3]=1. Procedure: A mixture of 4.08 gm (0.03 mole) of benzhydrazide, 4.72 gm (0.03 mole) of 2-quinolinecarboxaldehyde and 100 ml of absolute ethanol is refluxed 4 hr. The hot solution is filtered and cooled slowly to room temperature. The mixture is chilled. The crystals which separate are collected, washed with ether and dried to give 4.06 gm (50%) of the title compound having a melting point of 170.7° C.